This data is from the Open Reaction Database (ORD), a public repository of structured organic reaction records. The task is: describe an organic reaction: reactants, conditions, products, and yield Starting materials: FC=1C(=C(NC2=C(C=C(C=C2)I)F)C=C(C1)F)[N+](=O)[O-] (3,5-difluoro-N-(2-fluoro-4-iodophenyl)-2-nitroaniline), C([O-])([O-])=O.[Cs+].[Cs+] (caesium carbonate), FC=1C(=C(NC2=C(C=C(C=C2)I)F)C=C(C1)F)[N+](=O)[O-] (3,5-difluoro-N-(2-fluoro-4-iodophenyl)-2-nitroaniline), NC=1C(=C(C=CC1)O)C (3-amino-2-methyl phenol). Run in CN(C)C=O (DMF), C(C)(=O)OCC (ethyl acetate). Conditions: time 16 hour. Product: NC=1C(=C(OC=2C(=C(NC3=C(C=C(C=C3)I)F)C=C(C2)F)[N+](=O)[O-])C=CC1)C (3-(3-amino-2-methylphenoxy)-5-fluoro-N-(2-fluoro-4-iodophenyl)-2-nitroaniline). Isolated yield 26.0%. As a reaction SMILES: F[C:2]1[C:3]([N+:18]([O-:20])=[O:19])=[C:4]([CH:14]=[C:15]([F:17])[CH:16]=1)[NH:5][C:6]1[CH:11]=[CH:10][C:9]([I:12])=[CH:8][C:7]=1[F:13].[NH2:21][C:22]1[C:23]([CH3:29])=[C:24]([OH:28])[CH:25]=[CH:26][CH:27]=1.C(=O)([O-])[O-].[Cs+].[Cs+]>CN(C=O)C.C(OCC)(=O)C>[NH2:21][C:22]1[C:23]([CH3:29])=[C:24]([CH:25]=[CH:26][CH:27]=1)[O:28][C:2]1[C:3]([N+:18]([O-:20])=[O:19])=[C:4]([CH:14]=[C:15]([F:17])[CH:16]=1)[NH:5][C:6]1[CH:11]=[CH:10][C:9]([I:12])=[CH:8][C:7]=1[F:13] |f:2.3.4|. Procedure: 3.6 g of 3,5-difluoro-N-(2-fluoro-4-iodophenyl)-2-nitroaniline (Intermediate 1A; 9.2 mmol, 1 eq.), 1.1 g 3-amino-2-methyl phenol (9.2 mmol, 1 eq.) and 4.5 g caesium carbonate (13.8 mmol, 1.5 eq.) were suspended in 35 mL DMF and stirred at rt for 16 h. LCMS analysis showed complete turnover. The reaction mixture was diluted with ethyl acetate, quenched with saturated sodium chloride solution, the layers were separated and the aqueous layer was reextracted with ethyl acetate. The combined organic ... Starting materials: CCC(N)(CC)C(=O)OC, COCCOc1nc(C(=O)O)cnc1NC1CCCCC1, CCCOc1nc(C(=O)NC(CO)CC(C)C)cnc1N1CCCC1. The product is CCC(CC)(NC(=O)c1cnc(NC2CCCCC2)c(OCCOC)n1)C(=O)OC. As a reaction SMILES: [CH3:47][O:48][C:49]([C:50]([CH2:51][CH3:52])([CH2:53][CH3:54])[NH2:55])=[O:56].[CH:26]1([NH:32][c:33]2[n:34][cH:35][c:36]([C:44](=[O:45])[OH:46])[n:37][c:38]2[O:39][CH2:40][CH2:41][O:42][CH3:43])[CH2:27][CH2:28][CH2:29][CH2:30][CH2:31]1.[OH:1][CH2:2][CH:3]([NH:4][C:5]([c:6]1[cH:7][n:8][c:9]([N:10]2[CH2:11][CH2:12][CH2:13][CH2:14]2)[c:15]([O:16][CH2:17][CH2:18][CH3:19])[n:20]1)=[O:21])[CH2:22][CH:23]([CH3:24])[CH3:25]>>[CH:26]1([NH:32][c:33]2[n:34][cH:35][c:36]([C:44](=[O:46])[NH:55][C:50]([C:49]([O:48][CH3:47])=[O:56])([CH2:51][CH3:52])[CH2:53][CH3:54])[n:37][c:38]2[O:39][CH2:40][CH2:41][O:42][CH3:43])[CH2:27][CH2:28][CH2:29][CH2:30][CH2:31]1. The reactants are CCN=C=NCCCN(C)C, CN(C)c1ccncc1, c1ccc(C(c2ccccc2)N2CCNCC2)cc1, ClCCl, Cl, O=C(O)CN1CCCC(c2ccccc2)(c2ccccc2)C1=O. Product: O=C(CN1CCCC(c2ccccc2)(c2ccccc2)C1=O)N1CCN(C(c2ccccc2)c2ccccc2)CC1. Reaction SMILES: [CH2:44]([N:45]=[C:46]=[N:47][CH2:48][CH2:49][CH2:50][N:51]([CH3:52])[CH3:53])[CH3:54].[CH3:58][N:59]([CH3:60])[c:61]1[cH:62][cH:63][n:64][cH:65][cH:66]1.[CH:1]([c:2]1[cH:3][cH:4][cH:5][cH:6][cH:7]1)([c:8]1[cH:9][cH:10][cH:11][cH:12][cH:13]1)[N:14]1[CH2:15][CH2:16][NH:17][CH2:18][CH2:19]1.[Cl:55][CH2:56][Cl:57].[ClH:43].[O:20]=[C:21]1[N:22]([CH2:39][C:40](=[O:41])[OH:42])[CH2:23][CH2:24][CH2:25][C:26]1([c:27]1[cH:28][cH:29][cH:30][cH:31][cH:32]1)[c:33]1[cH:34][cH:35][cH:36][cH:37][cH:38]1>>[CH:1]([c:2]1[cH:3][cH:4][cH:5][cH:6][cH:7]1)([c:8]1[cH:9][cH:10][cH:11][cH:12][cH:13]1)[N:14]1[CH2:15][CH2:16][N:17]([C:40]([CH2:39][N:22]2[C:21](=[O:20])[C:26]([c:27]3[cH:28][cH:29][cH:30][cH:31][cH:32]3)([c:33]3[cH:34][cH:35][cH:36][cH:37][cH:38]3)[CH2:25][CH2:24][CH2:23]2)=[O:41])[CH2:18][CH2:19]1. Reactants: CC1(OCCO1)C=1N=C(SC1)CN1N=CC(=C1)[N+](=O)[O-] (4-(2-methyl-[1,3]dioxolan-2-yl)-2-(4-nitro-pyrazol-1-ylmethyl)-thiazole), [NH4+].[Cl-] (NH4Cl), N#N (N2). Procedure: In a flame dried round-bottomed flask equipped with a magnetic stir bar and under inert atmosphere (N2), a mixture of 4-(2-methyl-[1,3]dioxolan-2-yl)-2-(4-nitro-pyrazol-1-ylmethyl)-thiazole (595 mg, 2.01 mmol), iron powder (340 mg, 6.02 mmol) and NH4Cl (542 mg, 10.04 mmol) in a mixture of EtOH (10.0 mL) and water (5.0 mL) was stirred at 75° C. for 1 h. The reaction mixture was filtered while hot and the filter cake rinsed with EtOH. The filtrate was concentrated under reduced pressure and the re... Solvent: CCO (EtOH), O (water). Conditions: temperature 75 celsius, time 1 hour. As a reaction SMILES: N#N.[CH3:3][C:4]1([C:9]2[N:10]=[C:11]([CH2:14][N:15]3[CH:19]=[C:18]([N+:20]([O-])=O)[CH:17]=[N:16]3)[S:12][CH:13]=2)[O:8][CH2:7][CH2:6][O:5]1.[NH4+].[Cl-]>CCO.O.[Fe]>[CH3:3][C:4]1([C:9]2[N:10]=[C:11]([CH2:14][N:15]3[CH:19]=[C:18]([NH2:20])[CH:17]=[N:16]3)[S:12][CH:13]=2)[O:8][CH2:7][CH2:6][O:5]1 |f:2.3|. Product: CC1(OCCO1)C=1N=C(SC1)CN1N=CC(=C1)N (1-[4-(2-Methyl-[1,3]dioxolan-2-yl)-thiazol-2-ylmethyl]-1H-pyrazol-4-ylamine). The reagents and catalysts are [Fe] (iron). Reactants: C(C)(C)(C)NS(=O)(=O)C1=CC(=CC=C1)C=1N=CN(C1)C1=NC(=CC(=N1)C(F)(F)F)C1=CC=C(C=C1)C(F)(F)F (N-tert-butyl-3-{1-[4-trifluoromethyl-6-(4-trifluoromethyl-phenyl)-pyrimidin-2-yl]-1H-imidazol-4-yl}-benzenesulfonamide), C(=O)(C(F)(F)F)O (TFA). Run in ClCCl (dichloromethane). Conditions: time 15 hour. Yields the product FC(C1=NC(=NC(=C1)C1=CC=C(C=C1)C(F)(F)F)N1C=NC(=C1)C=1C=C(C=CC1)S(=O)(=O)N)(F)F (3-{1-[4-Trifluoromethyl-6-(4-trifluoromethyl-phenyl)-pyrimidin-2-yl]-1H-imidazol-4-yl}-benzenesulfonamide). Yield: 68.5%. Reaction SMILES: C([NH:5][S:6]([C:9]1[CH:14]=[CH:13][CH:12]=[C:11]([C:15]2[N:16]=[CH:17][N:18]([C:20]3[N:25]=[C:24]([C:26]([F:29])([F:28])[F:27])[CH:23]=[C:22]([C:30]4[CH:35]=[CH:34][C:33]([C:36]([F:39])([F:38])[F:37])=[CH:32][CH:31]=4)[N:21]=3)[CH:19]=2)[CH:10]=1)(=[O:8])=[O:7])(C)(C)C.C(O)(C(F)(F)F)=O>ClCCl>[F:29][C:26]([F:27])([F:28])[C:24]1[CH:23]=[C:22]([C:30]2[CH:31]=[CH:32][C:33]([C:36]([F:39])([F:38])[F:37])=[CH:34][CH:35]=2)[N:21]=[C:20]([N:18]2[CH:19]=[C:15]([C:11]3[CH:10]=[C:9]([S:6]([NH2:5])(=[O:8])=[O:7])[CH:14]=[CH:13][CH:12]=3)[N:16]=[CH:17]2)[N:25]=1. Procedure: To a cooled and stirred solution of N-tert-butyl-3-{1-[4-trifluoromethyl-6-(4-trifluoromethyl-phenyl)-pyrimidin-2-yl]-1H-imidazol-4-yl}-benzenesulfonamide (0.128 g) in dichloromethane (3 mL) was added TFA (3 mL) and the reaction mixture was allowed to stir at room temperature for 15 h. The mixture was evaporated to dryness and purified by flash chromatography (heptane/ethyl acetate) and crystallization (dichloromethane/MeOH/hexane) to yield the title compound as a white solid (0.079 g, 10%). MS ... The solvent is O (water). The reactants are ClC1=CC=CC=2N=CSC21 (7-chloro-1,3-benzothiazole), C1(CC1)B(O)O (cyclopropylboronic acid), P(=O)([O-])([O-])[O-].[K+].[K+].[K+] (potassium phosphate), C1(=CC=CC=C1)C (toluene). Reaction conditions: temperature 100 celsius. RXN SMILES: Cl[C:2]1[C:10]2[S:9][CH:8]=[N:7][C:6]=2[CH:5]=[CH:4][CH:3]=1.[CH:11]1(B(O)O)[CH2:13][CH2:12]1.P([O-])([O-])([O-])=O.[K+].[K+].[K+].C1(C)C=CC=CC=1>CC([O-])=O.CC([O-])=O.[Pd+2].O>[CH:11]1([C:2]2[C:10]3[S:9][CH:8]=[N:7][C:6]=3[CH:5]=[CH:4][CH:3]=2)[CH2:13][CH2:12]1 |f:2.3.4.5,7.8.9|. Procedure: Into a solution of 7-chloro-1,3-benzothiazole (390 mg, 2.30 mmol, 1.00 equiv), cyclopropylboronic acid (300 mg, 3.49 mmol, 2.00 equiv) and potassium phosphate (2.2 g, 4.50 equiv) in a mixture toluene (12 mL) and water (1.2 mL) was added Pd(OAc)2 (51.6 mg, 0.23 mmol, 0.10 equiv) and PCy3HBF4 (0.17 g, 0.20 equiv). After degassed under vacuum and flushed with nitrogen, the resulting mixture was heated for 6 h at 100° C. in an oil bath under nitrogen atmosphere, cooled down to room temperature, quen... Product: C1(CC1)C1=CC=CC=2N=CSC21 (7-cyclopropyl-1,3-benzothiazole). The reagents and catalysts are CC(=O)[O-].CC(=O)[O-].[Pd+2] (Pd(OAc)2).